Dataset: the Open Reaction Database (ORD), a public repository of structured organic reaction records. Task: describe an organic reaction: reactants, conditions, products, and yield Reactants: CCO, [Cl-], [Cl-], Ic1ccccc1, CC(=O)c1ccc(N)cc1, C1CCOC1, c1ccncc1. The product is CC(=O)c1ccc(N)c(Cl)c1. As a reaction SMILES: [CH3:26][CH2:27][OH:28].[Cl-:17].[Cl-:18].[I:19][c:20]1[cH:21][cH:22][cH:23][cH:24][cH:25]1.[NH2:1][c:2]1[cH:3][cH:4][c:5]([C:8]([CH3:9])=[O:10])[cH:6][cH:7]1.[O:29]1[CH2:30][CH2:31][CH2:32][CH2:33]1.[cH:11]1[cH:12][cH:13][n:14][cH:15][cH:16]1>>[NH2:1][c:2]1[c:3]([Cl:17])[cH:4][c:5]([C:8]([CH3:9])=[O:10])[cH:6][cH:7]1. The reactants are C(C)(C)(C)OC(=O)N[C@@H]1C[C@@H]([C@H](C1)C1=CC=CC=C1)CN1CCC(CC1)N(CC=C)C(=O)OCC1=CC=C(C=C1)[N+](=O)[O-] (1-(S)-((t-butoxycarbonyl)amino)-3-(S)-((4-(N-(4-nitrobenzyloxycarbonyl)-N-(allyl)amino)piperidin-1-yl)methyl)-4-(S)-phenylcyclopentane), C1(=CC=CC=C1)CC(=O)Cl (phenylacetyl chloride). The product is C(C1=CC=CC=C1)C(=O)N[C@@H]1C[C@@H]([C@H](C1)C1=CC=CC=C1)CN1CCC(CC1)N(CC=C)C(=O)OCC1=CC=C(C=C1)[N+](=O)[O-] (1-(S)-((Benzylcarbonyl)amino)-3-(S)-((4-(N-(4-nitrobenzyloxycarbonyl)-N-(allyl)amino)piperidin-1-yl)methyl)-4-(S)-phenylcyclopentane). Reaction SMILES: C([O:5][C:6]([NH:8][C@H:9]1[CH2:13][C@H:12]([C:14]2[CH:19]=[CH:18][CH:17]=[CH:16][CH:15]=2)[C@@H:11]([CH2:20][N:21]2[CH2:26][CH2:25][CH:24]([N:27]([C:31]([O:33][CH2:34][C:35]3[CH:40]=[CH:39][C:38]([N+:41]([O-:43])=[O:42])=[CH:37][CH:36]=3)=[O:32])[CH2:28][CH:29]=[CH2:30])[CH2:23][CH2:22]2)[CH2:10]1)=O)(C)(C)C.[C:44]1([CH2:50]C(Cl)=O)[CH:49]=[CH:48][CH:47]=[CH:46][CH:45]=1>>[CH2:50]([C:6]([NH:8][C@H:9]1[CH2:13][C@H:12]([C:14]2[CH:15]=[CH:16][CH:17]=[CH:18][CH:19]=2)[C@@H:11]([CH2:20][N:21]2[CH2:22][CH2:23][CH:24]([N:27]([C:31]([O:33][CH2:34][C:35]3[CH:36]=[CH:37][C:38]([N+:41]([O-:43])=[O:42])=[CH:39][CH:40]=3)=[O:32])[CH2:28][CH:29]=[CH2:30])[CH2:25][CH2:26]2)[CH2:10]1)=[O:5])[C:44]1[CH:49]=[CH:48][CH:47]=[CH:46][CH:45]=1. Procedure details: Using essentially the same procedure as in Example 16, Step A and B but substituting 1-(S)-((t-butoxycarbonyl)amino)-3-(S)-((4-(N-(4-nitrobenzyloxycarbonyl)-N-(allyl)amino)piperidin-1-yl)methyl)-4-(S)-phenylcyclopentane from Example 33 in Step A and phenylacetyl chloride in Step B, the title compound was prepared.